From a dataset of the Open Reaction Database (ORD), a public repository of structured organic reaction records. describe an organic reaction: reactants, conditions, products, and yield The reactants are CC(=O)O, CCO, [Na+], CCOC(=O)C(C)c1ccc2[nH]c(=O)[nH]c2c1, [OH-], O. As a reaction SMILES: [C:23]([OH:24])(=[O:25])[CH3:26].[CH3:18][CH2:19][OH:20].[Na+:22].[O:1]=[c:2]1[nH:3][c:4]2[c:5]([nH:6]1)[cH:7][cH:8][c:9]([CH:11]([C:12](=[O:13])[O:14][CH2:15][CH3:16])[CH3:17])[cH:10]2.[OH-:21].[OH2:27]>>[O:1]=[c:2]1[nH:3][c:4]2[c:5]([nH:6]1)[cH:7][cH:8][c:9]([CH:11]([C:12](=[O:13])[OH:14])[CH3:17])[cH:10]2. Product: CC(C(=O)O)c1ccc2[nH]c(=O)[nH]c2c1.